describe an organic reaction: reactants, conditions, products, and yield From a dataset of the Open Reaction Database (ORD), a public repository of structured organic reaction records. Starting materials: CC1(C)C(=O)Oc2ccc3cc(C#N)c(CBr)cc3c21, CN(C)C=O, [Na], O, c1nc[nH]n1. Yields the product CC1(C)C(=O)Oc2ccc3cc(C#N)c(Cn4cncn4)cc3c21. As a reaction SMILES: [Br:1][CH2:2][c:3]1[c:4]([C:19]#[N:20])[cH:5][c:6]2[cH:7][cH:8][c:9]3[c:13]([c:14]2[cH:15]1)[C:12]([CH3:16])([CH3:17])[C:11](=[O:18])[O:10]3.[CH3:28][N:29]([CH3:30])[CH:31]=[O:32].[Na:26].[OH2:27].[nH:21]1[n:22][cH:23][n:24][cH:25]1>>[CH2:2]([c:3]1[c:4]([C:19]#[N:20])[cH:5][c:6]2[cH:7][cH:8][c:9]3[c:13]([c:14]2[cH:15]1)[C:12]([CH3:16])([CH3:17])[C:11](=[O:18])[O:10]3)[n:21]1[n:22][cH:23][n:24][cH:25]1. Reactants: COc1ccc(Br)cc1, C1CCOC1, [Mg]. The product is [Br-], COc1ccc([Mg+])cc1. Reaction SMILES: [Br:2][c:3]1[cH:4][cH:5][c:6]([O:9][CH3:10])[cH:7][cH:8]1.[CH2:11]1[O:12][CH2:13][CH2:14][CH2:15]1.[Mg:1]>>[Br-:2].[Mg+:1][c:3]1[cH:4][cH:5][c:6]([O:9][CH3:10])[cH:7][cH:8]1. Reactants: CNC(=O)C1=CC2=CC=C(C=C2C=C1)C(=O)C=1N=CN(C1)C(C1=CC=CC=C1)(C1=CC=CC=C1)C1=CC=CC=C1 (N-methyl-6-[(1-trityl-1H-imidazol-4-yl)carbonyl]-2-naphthamide), C(C(C)C)[Mg]Br (isobutyl-magnesium bromide). Run in C1CCOC1 (THF). The product is OC(CC(C)C)(C=1N=CNC1)C=1C=C2C=CC(=CC2=CC1)C(=O)NC (6-[1-Hydroxy-1-(1H-imidazol-4-yl)-3-methylbutyl]-N-methyl-2-naphthamide). Reaction SMILES: [CH3:1][NH:2][C:3]([C:5]1[CH:14]=[CH:13][C:12]2[C:7](=[CH:8][CH:9]=[C:10]([C:15]([C:17]3[N:18]=[CH:19][N:20](C(C4C=CC=CC=4)(C4C=CC=CC=4)C4C=CC=CC=4)[CH:21]=3)=[O:16])[CH:11]=2)[CH:6]=1)=[O:4].[CH2:41]([Mg]Br)[CH:42]([CH3:44])[CH3:43]>C1COCC1>[OH:16][C:15]([C:10]1[CH:11]=[C:12]2[C:7](=[CH:8][CH:9]=1)[CH:6]=[C:5]([C:3]([NH:2][CH3:1])=[O:4])[CH:14]=[CH:13]2)([C:17]1[N:18]=[CH:19][NH:20][CH:21]=1)[CH2:41][CH:42]([CH3:44])[CH3:43]. Reported procedure: The similar reaction as described in Example 50-(i) was carried out by using N-methyl-6-[(1-trityl-1H-imidazol-4-yl)carbonyl]-2-naphthamide (500 mg) and isobutyl-magnesium bromide in THF (1M; 5 mL) to give the titled compound (188 mg) as colorless powder. Reactants: C(#N)CC(=O)NN (cyanoacetohydrazide), C(C)O.O (ethanol water), glyoxal bis(sodium hydrogen sulfite) monohydrate, Cl (HCl), [OH-].[Na+] (NaOH). Run in O (water). Run at temperature 40 celsius, time 1 hour. Yields the product O=C1NN=CC=C1C#N (3-Oxo-2,3-dihydro-pyridazine-4-carbonitrile). The yield is 21.0%. RXN SMILES: [C:1]([CH2:3][C:4]([NH:6][NH2:7])=[O:5])#[N:2].[OH-].[Na+].Cl.[CH2:11](O)[CH3:12].O>O>[O:5]=[C:4]1[C:3]([C:1]#[N:2])=[CH:12][CH:11]=[N:7][NH:6]1 |f:1.2,4.5|. Procedure: To a mixture of glyoxal bis(sodium hydrogen sulfite) monohydrate (25.24 g, 88.8 mmol) in water (80 ml) was added slowly a solution of cyanoacetohydrazide (8 g, 80.7 mmol) in ethanol/water 2:1 (120 ml). The mixture was then heated to 40° C. for 30 min. The pH was adjusted to 12-13 by addition of 10 N NaOH and stirring was continued for 3 h at 40° C. and for 1 h at 60° C. The reaction mixture was then allowed to cool to ambient temperature over night. The pH was then adjusted to 1-2 by addition of... Starting materials: NCCCCc1ccc(CC(=O)O)cc1, CO, [Na+], [OH-], O. Product: NCCCCc1ccc(C(=O)O)cc1. As a reaction SMILES: [C:3]([OH:4])(=[O:5])[CH2:6][c:7]1[cH:8][cH:9][c:10]([CH2:13][CH2:14][CH2:15][CH2:16][NH2:17])[cH:11][cH:12]1.[CH3:19][OH:20].[Na+:2].[OH-:1].[OH2:18]>>[O:1]=[C:6]([c:7]1[cH:8][cH:9][c:10]([CH2:13][CH2:14][CH2:15][CH2:16][NH2:17])[cH:11][cH:12]1)[OH:18].